This data is from the Open Reaction Database (ORD), a public repository of structured organic reaction records. The task is: describe an organic reaction: reactants, conditions, products, and yield The reactants are C(#N)C1=CC2=C(OCC3=C(C2=CC)C=CC=C3)C=C1 (2-Cyano-6,11-dihydro-11-ethylidenedibenz[b,e]oxepin), C(C)(=O)O (acetic acid), Cl (hydrochloric acid). Solvent: O (water). Yields the product C(C)=C1C2=C(OCC3=C1C=CC=C3)C=CC(=C2)C(=O)O (6,11-Dihydro-11-ethylidenedibenz[b,e]oxepin-2-carboxylic Acid). RXN SMILES: C(C1[CH:19]=[CH:18][C:6]2[O:7][CH2:8][C:9]3[CH:17]=[CH:16][CH:15]=[CH:14][C:10]=3[C:11](=[CH:12][CH3:13])[C:5]=2[CH:4]=1)#N.[C:20]([OH:23])(=[O:22])[CH3:21].Cl>O>[CH:12](=[C:11]1[C:10]2[CH:14]=[CH:15][CH:16]=[CH:17][C:9]=2[CH2:8][O:7][C:6]2[CH:18]=[CH:19][C:21]([C:20]([OH:23])=[O:22])=[CH:4][C:5]1=2)[CH3:13]. Procedure: Reflux a mixture of 2.8 gm of the nitrile of Step A, 50 ml of acetic acid, 5 ml of water and 5 ml of concentrated hydrochloric acid for 140 hours. Cool the reaction mixture, separate the solids by filtration and dry. Recrystallize from toluene to obtain the title product. Starting materials: NC1CN(CC1)CC1=CC=CC=C1 (3-amino-1-benzylpyrrolidine), COC=1C=C(C(=O)N=[N+]=[N-])C=C(C1OC)OC (3,4,5-trimethoxybenzoyl azide), C(C)(C)OC(C)C (isopropyl ether). Run in C1=CC=CC=C1 (benzene). Reaction conditions: temperature 60 celsius, time 1 hour. Product: C(C1=CC=CC=C1)N1CC(CC1)NC(C1=CC(=C(C(=C1)OC)OC)OC)=O (N-(1-Benzyl-3-pyrrolidinyl)-3,4,5-trimethoxybenzamide). Yield: 60.0%. RXN SMILES: [NH2:1][CH:2]1[CH2:6][CH2:5][N:4]([CH2:7][C:8]2[CH:13]=[CH:12][CH:11]=[CH:10][CH:9]=2)[CH2:3]1.[CH3:14][O:15][C:16]1[CH:17]=[C:18]([CH:24]=[C:25]([O:29][CH3:30])[C:26]=1[O:27][CH3:28])[C:19](N=[N+]=[N-])=[O:20].C(OC(C)C)(C)C>C1C=CC=CC=1>[CH2:7]([N:4]1[CH2:5][CH2:6][CH:2]([NH:1][C:19](=[O:20])[C:18]2[CH:17]=[C:16]([O:15][CH3:14])[C:26]([O:27][CH3:28])=[C:25]([O:29][CH3:30])[CH:24]=2)[CH2:3]1)[C:8]1[CH:13]=[CH:12][CH:11]=[CH:10][CH:9]=1. Reported procedure: A mixture of 1.8 g (0.01 mole) of 3-amino-1-benzylpyrrolidine, 2.4 g. (0.01 mole) of 3,4,5-trimethoxybenzoyl azide, and 25 ml. of dry benzene was stirred 16 hours at room temperature followed by stirring for one hour at about 60° C. The mixture was cooled and 50 ml. of isopropyl ether added to the mixture. The crude crystalline product was separated by filtration and recrystallized from ethyl acetate-isopropyl ether mixture, giving 2.2 g. (60% yield). The melting point of the product after a sec... The reactants are CC1=C(C(=O)O)C(c2cccc([N+](=O)[O-])c2)C2=C(CCCC2=O)N1, CCO, O=S(=O)(O)O. Product: CC1=CC(c2cccc([N+](=O)[O-])c2)C2=C(CCCC2=O)N1. As a reaction SMILES: [CH3:1][C:2]1=[C:11]([C:12]([OH:13])=[O:14])[CH:10]([c:15]2[cH:16][c:17]([N+:21](=[O:22])[O-:23])[cH:18][cH:19][cH:20]2)[C:9]2=[C:4]([NH:3]1)[CH2:5][CH2:6][CH2:7][C:8]2=[O:24].[CH3:30][CH2:31][OH:32].[S:25](=[O:26])(=[O:27])([OH:28])[OH:29]>>[CH3:1][C:2]1=[CH:11][CH:10]([c:15]2[cH:16][c:17]([N+:21](=[O:22])[O-:23])[cH:18][cH:19][cH:20]2)[C:9]2=[C:4]([NH:3]1)[CH2:5][CH2:6][CH2:7][C:8]2=[O:24]. Reactants: OCc1ccccc1, ClCCl, CCCCCC(=O)O, c1ccc(P(c2ccccc2)c2ccccc2)cc1. The product is CCCCCC(=O)OCc1ccccc1. As a reaction SMILES: [CH2:1]([c:2]1[cH:3][cH:4][cH:5][cH:6][cH:7]1)[OH:8].[CH2:36]([Cl:37])[Cl:38].[CH3:9][CH2:10][CH2:11][CH2:12][CH2:13][C:14]([OH:15])=[O:16].[c:17]1([P:18]([c:19]2[cH:20][cH:21][cH:22][cH:23][cH:24]2)[c:25]2[cH:26][cH:27][cH:28][cH:29][cH:30]2)[cH:31][cH:32][cH:33][cH:34][cH:35]1>>[CH2:1]([c:2]1[cH:3][cH:4][cH:5][cH:6][cH:7]1)[O:8][C:14]([CH2:13][CH2:12][CH2:11][CH2:10][CH3:9])=[O:15].